Dataset: the Open Reaction Database (ORD), a public repository of structured organic reaction records. Task: describe an organic reaction: reactants, conditions, products, and yield Starting materials: C1N2CN3CN1CN(C2)C3, O=Cc1ccc(O)cc1, O=C(O)C(F)(F)F. Product: O=Cc1ccc(O)c(C=O)c1. RXN SMILES: [CH2:1]1[N:2]2[CH2:3][N:4]3[CH2:5][N:6]([CH2:7]2)[CH2:8][N:9]1[CH2:10]3.[OH:11][c:12]1[cH:13][cH:14][c:15]([CH:16]=[O:17])[cH:18][cH:19]1.[OH:20][C:21]([C:22]([F:23])([F:24])[F:25])=[O:26]>>[OH:11][c:12]1[cH:13][cH:14][c:15]([CH:16]=[O:17])[cH:18][c:19]1[CH:21]=[O:20]. Starting materials: C1=CC(=CC=C1C2=COC=3C=C(C=C(C3C2=O)O)O)O (genistein), C(=O)([O-])[O-].[K+].[K+] (K2CO3). Conditions: temperature 59 celsius. The product is O1C=C(C(=O)C2=CC=CC=C12)C1=CC=CC=C1 (isoflavone). The yield is 63.2%. RXN SMILES: [CH:1]1[C:6]([C:7]2[C:16](=[O:17])[C:15]3[C:14](O)=[CH:13][C:12](O)=[CH:11][C:10]=3[O:9][CH:8]=2)=[CH:5][CH:4]=[C:3](O)[CH:2]=1.C([O-])([O-])=O.[K+].[K+]>>[O:9]1[C:10]2[C:15](=[CH:14][CH:13]=[CH:12][CH:11]=2)[C:16](=[O:17])[C:7]([C:6]2[CH:1]=[CH:2][CH:3]=[CH:4][CH:5]=2)=[CH:8]1 |f:1.2.3|. Procedure details: To a 100 mL round bottom flask was added genistein (500 mg, 1.85 mmol) and K2CO3 (1.02 g, 7.4 mmol). The flask was equipped with a reflux condenser and purged with N2. To the flask was added acetone (15 mL) and MeI (0.277 mL), and the reaction was heated to 59° C. Additional K2CO3 and MeI were added as needed to push the reaction. Upon completion, the reaction was allowed to cool to room temperature and was filtered to remove KI. Purified by flash column chromatography (SiO2, 2% MeOH/CH2Cl2) to ...